describe an organic reaction: reactants, conditions, products, and yield From a dataset of the Open Reaction Database (ORD), a public repository of structured organic reaction records. Starting materials: NC1=NC(=CC(=N1)NC1=CC=C(C(=O)NC2=CC=C(C=C2)N)C=C1)C (4-[(2-Amino-6-methyl-4-pyrimidinyl)amino]-N-(4-aminophenyl)-benzamide), ClC1=CC=NC2=CC=CC=C12 (4-chloroquinoline), CO.CCOC(=O)C (MeOH EtOAc), carbons, Cl (HCl). Run in CCOC(=O)C (EtOAc), CCO (EtOH), O (H2O). Conditions: temperature 20 celsius. The product is Cl.Cl.NC1=NC(=CC(=N1)NC1=CC=C(C(=O)NC2=CC=C(C=C2)NC2=CC=NC3=CC=CC=C23)C=C1)C (4-[(2-Amino-6-methyl-4-pyrimidinyl)amino]-N-[4-(4-quinolinyl-amino)phenyl]benzamide dihydrochloride). As a reaction SMILES: [NH2:1][C:2]1[N:7]=[C:6]([NH:8][C:9]2[CH:24]=[CH:23][C:12]([C:13]([NH:15][C:16]3[CH:21]=[CH:20][C:19]([NH2:22])=[CH:18][CH:17]=3)=[O:14])=[CH:11][CH:10]=2)[CH:5]=[C:4]([CH3:25])[N:3]=1.[Cl:26][C:27]1[C:36]2[C:31](=[CH:32][CH:33]=[CH:34][CH:35]=2)[N:30]=[CH:29][CH:28]=1.[ClH:37].CO.CCOC(C)=O>CCO.O.CCOC(C)=O>[ClH:26].[ClH:37].[NH2:1][C:2]1[N:7]=[C:6]([NH:8][C:9]2[CH:24]=[CH:23][C:12]([C:13]([NH:15][C:16]3[CH:21]=[CH:20][C:19]([NH:22][C:27]4[C:36]5[C:31](=[CH:32][CH:33]=[CH:34][CH:35]=5)[N:30]=[CH:29][CH:28]=4)=[CH:18][CH:17]=3)=[O:14])=[CH:11][CH:10]=2)[CH:5]=[C:4]([CH3:25])[N:3]=1 |f:3.4,8.9.10|. Reported procedure: To a solution of C3 (218 mg, 0.54 mmol) in EtOH (20 mL) and H2O (10 mL) was added 4-chloroquinoline (96 mg, 0.59 mmol) and stirred until it dissolved, then 2 drops of c.HCl was added. The reaction mixture was refluxed for 3 h, diluted with EtOAc, brought to boil and cool to 20° C. The resulting precipitate was filtered and recrystallized from MeOH/EtOAc/Charcoal/Celite to give Cpd. GG1 (259 mg 98%) as a yellow solid.; M.P (MeOH/EtOAc)>300° C.; 1H NMR [(CD3)2SO] δ13.75 (br. 2 H, 2×N+H), 11.07 (s,... The reactants are [Al+3], CCOC(C)=O, [H-], [H-], [H-], [H-], [Li+], CCCCCCCCc1ccc2c(c1)CCC(C(N)C(=O)O)C2, [Na+], [OH-]. Product: CCCCCCCCc1ccc2c(c1)CCC(C(N)CO)C2. Reaction SMILES: [Al+3:25].[CH3:32][CH2:33][O:34][C:35](=[O:36])[CH3:37].[H-:24].[H-:27].[H-:28].[H-:29].[Li+:26].[NH2:1][CH:2]([C:3](=[O:4])[OH:5])[CH:6]1[CH2:7][c:8]2[cH:9][cH:10][c:11]([CH2:16][CH2:17][CH2:18][CH2:19][CH2:20][CH2:21][CH2:22][CH3:23])[cH:12][c:13]2[CH2:14][CH2:15]1.[Na+:31].[OH-:30]>>[NH2:1][CH:2]([CH2:3][OH:4])[CH:6]1[CH2:7][c:8]2[cH:9][cH:10][c:11]([CH2:16][CH2:17][CH2:18][CH2:19][CH2:20][CH2:21][CH2:22][CH3:23])[cH:12][c:13]2[CH2:14][CH2:15]1.